This data is from the Open Reaction Database (ORD), a public repository of structured organic reaction records. The task is: describe an organic reaction: reactants, conditions, products, and yield Starting materials: C(C)(C)(C)OC(=O)N1CC(C1)OC1=C(C=CC(=C1)C(F)(F)F)O (3-(2-hydroxy-5-trifluoromethyl-phenoxy)-azetidine-1-carboxylic acid tert-butyl ester), BrCC=1OC(=CC1)C(F)(F)F (2-bromomethyl-5-trifluoromethyl-furan). Yields the product FC(C=1C=CC(=C(OC2CNC2)C1)OCC=1OC(=CC1)C(F)(F)F)(F)F (3-[5-Trifluoromethyl-2-(5-trifluoromethyl-furan-2-ylmethoxy)-phenoxy]-azetidine). Reaction SMILES: C(OC([N:8]1[CH2:11][CH:10]([O:12][C:13]2[CH:18]=[C:17]([C:19]([F:22])([F:21])[F:20])[CH:16]=[CH:15][C:14]=2[OH:23])[CH2:9]1)=O)(C)(C)C.Br[CH2:25][C:26]1[O:27][C:28]([C:31]([F:34])([F:33])[F:32])=[CH:29][CH:30]=1>>[F:22][C:19]([F:20])([F:21])[C:17]1[CH:16]=[CH:15][C:14]([O:23][CH2:25][C:26]2[O:27][C:28]([C:31]([F:34])([F:33])[F:32])=[CH:29][CH:30]=2)=[C:13]([CH:18]=1)[O:12][CH:10]1[CH2:9][NH:8][CH2:11]1. Reported procedure: Prepared according to Example 1 using 3-(2-hydroxy-5-trifluoromethyl-phenoxy)-azetidine-1-carboxylic acid tert-butyl ester and 2-bromomethyl-5-trifluoromethyl-furan. MS (ESI): mass calcd. for C16H13F6N3O3, 381.1; m/z found, 382.0 [M+H]+. 1H NMR (CDCl3): 7.21 (dd, J=8.4, 1.2 Hz, 1H), 7.03 (d, J=8.4 Hz, 1H), 6.83 (d, J=2.0 Hz, 1H), 6.79-6.78 (m, 1H), 6.51 (d, J=3.1 Hz, 1H), 5.13 (s, 2H), 5.05-4.99 (m, 1H), 3.94-3.87 (m, 4H). The reactants are N1[C@H](CCC1)CN1C2=C(OCC3=C1C=CC=C3)C=CC=C2 ((R)-5,11-dihydro-5-(2-pyrrolidinylmethyl)dibenzo [b,e][1,4]oxazepine), COC1=CC=C(C=C1)CCCBr (3-(4-methoxyphenyl)-1-propyl bromide), C([O-])([O-])=O.[Na+].[Na+] (sodium carbonate), [I-].[Na+] (sodium iodide). Run in C(C)#N (acetonitrile). Run at temperature 90 celsius. Yields the product COC1=CC=C(C=C1)CCCN1[C@H](CCC1)CN1C2=C(OCC3=C1C=CC=C3)C=CC=C2 ((R)-5,11-Dihydro-5-[1-[3-(4-methoxyphenyl)propane-1-yl]-2-pyrrolidinylmethyl]dibenzo[b,e][1,4]oxazepine), oil. Yield: 72.0%. Reaction SMILES: [NH:1]1[CH2:5][CH2:4][CH2:3][C@@H:2]1[CH2:6][N:7]1[C:13]2[CH:14]=[CH:15][CH:16]=[CH:17][C:12]=2[CH2:11][O:10][C:9]2[CH:18]=[CH:19][CH:20]=[CH:21][C:8]1=2.[CH3:22][O:23][C:24]1[CH:29]=[CH:28][C:27]([CH2:30][CH2:31][CH2:32]Br)=[CH:26][CH:25]=1.C(=O)([O-])[O-].[Na+].[Na+].[I-].[Na+]>C(#N)C>[CH3:22][O:23][C:24]1[CH:29]=[CH:28][C:27]([CH2:30][CH2:31][CH2:32][N:1]2[CH2:5][CH2:4][CH2:3][C@@H:2]2[CH2:6][N:7]2[C:13]3[CH:14]=[CH:15][CH:16]=[CH:17][C:12]=3[CH2:11][O:10][C:9]3[CH:18]=[CH:19][CH:20]=[CH:21][C:8]2=3)=[CH:26][CH:25]=1 |f:2.3.4,5.6|. Procedure details: (R)-5,11-dihydro-5-(2-pyrrolidinylmethyl)dibenzo [b,e][1,4]oxazepine (Preparation Example 1) (280 mg, 1.0 mmol), 3-(4-methoxyphenyl)-1-propyl bromide (320 mg, 1.4 mmol), sodium carbonate (150 mg, 1.4 mmol) and sodium iodide (20 mg, 0.13 mmol) were added to acetonitrile (20 ml), and the mixture was heated under reflux at 90° C. for 13 hours. The solvent was evaporated under reduced pressure, and the residue was partitioned in ethyl acetate and water. The organic layer was washed with water and th... Starting materials: [Al+3], [H-], [H-], [H-], [H-], [Li+], [Na+], [OH-], O, COC(=O)C(CC1CC2CCN1CC2)(c1ccccc1)c1ccccc1. Product: OCC(CC1CC2CCN1CC2)(c1ccccc1)c1ccccc1. RXN SMILES: [Al+3:28].[H-:27].[H-:30].[H-:31].[H-:32].[Li+:29].[Na+:34].[OH-:33].[OH2:35].[c:1]1([C:7]([C:8](=[O:9])[O:10][CH3:11])([CH2:12][CH:13]2[N:14]3[CH2:15][CH2:16][CH:17]([CH2:18]2)[CH2:19][CH2:20]3)[c:21]2[cH:22][cH:23][cH:24][cH:25][cH:26]2)[cH:2][cH:3][cH:4][cH:5][cH:6]1>>[c:1]1([C:7]([CH2:8][OH:9])([CH2:12][CH:13]2[N:14]3[CH2:15][CH2:16][CH:17]([CH2:18]2)[CH2:19][CH2:20]3)[c:21]2[cH:22][cH:23][cH:24][cH:25][cH:26]2)[cH:2][cH:3][cH:4][cH:5][cH:6]1. Reactants: C(CCCCCCCCCC)C1=CC(=C(C(=O)Cl)C=C1)C(=O)O (4-undecylcarboxybenzoic acid chloride), S(=O)(Cl)Cl (thionyl chloride), acid chloride, OC1=CC=C(C(=O)OCC2=CC=CC=C2)C=C1 (benzyl 4-hydroxybenzoate). Product: C(CCCCCCCCCC)C1=CC(=C(C(=O)OC2=CC=C(C(=O)OCC3=CC=CC=C3)C=C2)C=C1)C(=O)O (benzyl 4-(4-undecylcarboxybenzoyloxy)benzoate). Reaction SMILES: [CH2:1]([C:12]1[CH:20]=[CH:19][C:15]([C:16](Cl)=[O:17])=[C:14]([C:21]([OH:23])=[O:22])[CH:13]=1)[CH2:2][CH2:3][CH2:4][CH2:5][CH2:6][CH2:7][CH2:8][CH2:9][CH2:10][CH3:11].S(Cl)(Cl)=O.[OH:28][C:29]1[CH:44]=[CH:43][C:32]([C:33]([O:35][CH2:36][C:37]2[CH:42]=[CH:41][CH:40]=[CH:39][CH:38]=2)=[O:34])=[CH:31][CH:30]=1>>[CH2:1]([C:12]1[CH:20]=[CH:19][C:15]([C:16]([O:28][C:29]2[CH:44]=[CH:43][C:32]([C:33]([O:35][CH2:36][C:37]3[CH:42]=[CH:41][CH:40]=[CH:39][CH:38]=3)=[O:34])=[CH:31][CH:30]=2)=[O:17])=[C:14]([C:21]([OH:23])=[O:22])[CH:13]=1)[CH2:2][CH2:3][CH2:4][CH2:5][CH2:6][CH2:7][CH2:8][CH2:9][CH2:10][CH3:11]. Procedure details: By customary procedures, 3.5 g of benzyl 4-undecylcarboxybenzoate was prepared from 2.3 g of benzyl 4-hydroxybenzoate and 2.5 g of lauric acid chloride, and this ester was catalytically reduced under a hydrogen pressure of 2 kg/cm2 by using Pd/C as the catalyst to obtain 2.8 g of 4-undecylcarboxybenzoic acid. The acid was converted to 4-undecylcarboxybenzoic acid chloride by thionyl chloride and the acid chloride was reacted with 1.8 g of benzyl 4-hydroxybenzoate to form benzyl 4-(4-undecylcarbo...